This data is from the Open Reaction Database (ORD), a public repository of structured organic reaction records. The task is: describe an organic reaction: reactants, conditions, products, and yield Reactants: C1(=CC=CC=C1)C (toluene), BrC1=CC(=C(C(=O)OC)C=C1)[N+](=O)[O-] (methyl 4-bromo-2-nitrobenzoate), OB(C1=CC=CC=C1)O (dihydroxyphenyl borane), C(O)([O-])=O.[Na+] (sodium hydrogen carbonate). The reagents and catalysts are C=1C=CC(=CC1)[P](C=2C=CC=CC2)(C=3C=CC=CC3)[Pd]([P](C=4C=CC=CC4)(C=5C=CC=CC5)C=6C=CC=CC6)([P](C=7C=CC=CC7)(C=8C=CC=CC8)C=9C=CC=CC9)[P](C=1C=CC=CC1)(C=1C=CC=CC1)C=1C=CC=CC1 (tetrakis(triphenylphosphine)palladium), [Pd].C1(=CC=CC=C1)P(C1=CC=CC=C1)C1=CC=CC=C1.C1(=CC=CC=C1)P(C1=CC=CC=C1)C1=CC=CC=C1.C1(=CC=CC=C1)P(C1=CC=CC=C1)C1=CC=CC=C1.C1(=CC=CC=C1)P(C1=CC=CC=C1)C1=CC=CC=C1 (tetrakis(triphenylphosphine)-palladium (0)), C=1C=CC(=CC1)[P](C=2C=CC=CC2)(C=3C=CC=CC3)[Pd]([P](C=4C=CC=CC4)(C=5C=CC=CC5)C=6C=CC=CC6)([P](C=7C=CC=CC7)(C=8C=CC=CC8)C=9C=CC=CC9)[P](C=1C=CC=CC1)(C=1C=CC=CC1)C=1C=CC=CC1 (tetrakis(triphenylphosphine)palladium). The solvent is O (water), O (water), C(C)O (ethanol). Yields the product [N+](=O)([O-])C1=C(C(=O)OC)C=CC(=C1)C1=CC=CC=C1 (methyl 2-nitro-4-phenylbenzoate). As a reaction SMILES: [C:1]1(C)[CH:6]=[CH:5][CH:4]=[CH:3][CH:2]=1.Br[C:9]1[CH:18]=[CH:17][C:12]([C:13]([O:15][CH3:16])=[O:14])=[C:11]([N+:19]([O-:21])=[O:20])[CH:10]=1.OB(O)C1C=CC=CC=1.C(=O)([O-])O.[Na+]>[Pd].C1(P(C2C=CC=CC=2)C2C=CC=CC=2)C=CC=CC=1.C1(P(C2C=CC=CC=2)C2C=CC=CC=2)C=CC=CC=1.C1(P(C2C=CC=CC=2)C2C=CC=CC=2)C=CC=CC=1.C1(P(C2C=CC=CC=2)C2C=CC=CC=2)C=CC=CC=1.O.C(O)C>[N+:19]([C:11]1[CH:10]=[C:9]([C:1]2[CH:6]=[CH:5][CH:4]=[CH:3][CH:2]=2)[CH:18]=[CH:17][C:12]=1[C:13]([O:15][CH3:16])=[O:14])([O-:21])=[O:20] |f:3.4,5.6.7.8.9|. Procedure details: To a mixed solution of 42 mL of toluene, 16 mL of ethanol and 7.8 mL of water containing 5.2 g of methyl 4-bromo-2-nitrobenzoate, 2.9 g of dihydroxyphenyl borane, 4.2 g of sodium hydrogen carbonate and 1.1 g of tetrakis(triphenylphosphine)-palladium (0) were added sequentially and the resulting mixture was heated to reflux under nitrogen atmosphere for 2 hours. After the reaction mixture was cooled to room temperature, 1.1 g of tetrakis(triphenylphosphine)palladium (0) was added to the reaction ... Starting materials: C(C)(C)(C)OC(NCC1=CC(=CC=C1)OC1=C(C=CC(=C1)OCC1=CC=CC=C1)[N+](=O)[O-])=O (tert-butyl[3-(5-benzyloxy-2-nitrophenoxy)benzyl]carbamate). Reagents/catalysts: [C].[Pd] (carbon palladium). The solvent is C(C)(=O)OCC (ethyl acetate). Yields the product C(C)(C)(C)OC(NCC1=CC(=CC=C1)OC1=C(C=CC(=C1)O)N)=O (tert-butyl[3-(2-amino-5-hydroxyphenoxy)benzyl]carbamate). The yield is 98.7%. Reaction SMILES: [C:1]([O:5][C:6](=[O:33])[NH:7][CH2:8][C:9]1[CH:14]=[CH:13][CH:12]=[C:11]([O:15][C:16]2[CH:21]=[C:20]([O:22]CC3C=CC=CC=3)[CH:19]=[CH:18][C:17]=2[N+:30]([O-])=O)[CH:10]=1)([CH3:4])([CH3:3])[CH3:2]>[C].[Pd].C(OCC)(=O)C>[C:1]([O:5][C:6](=[O:33])[NH:7][CH2:8][C:9]1[CH:14]=[CH:13][CH:12]=[C:11]([O:15][C:16]2[CH:21]=[C:20]([OH:22])[CH:19]=[CH:18][C:17]=2[NH2:30])[CH:10]=1)([CH3:4])([CH3:2])[CH3:3] |f:1.2|. Reported procedure: 5% carbon-palladium (3.2 g) was added to an ethyl acetate (300 ml) solution of tert-butyl[3-(5-benzyloxy-2-nitrophenoxy)benzyl]carbamate (10.5 g, 23.3 mmols). The resulting mixture was hydrogenated at room temperature under atmospheric pressure. The catalyst was removed through filtration, and the filtrate was concentrated under reduced pressure to give a brown oil of tert-butyl[3-(2-amino-5-hydroxyphenoxy)benzyl]carbamate (7.6 g, 98.8%).